This data is from the Open Reaction Database (ORD), a public repository of structured organic reaction records. The task is: describe an organic reaction: reactants, conditions, products, and yield Reactants: COc1ccc(Cn2c(=O)c3cnn(C4CCOCC4)c3c3ccc(-c4c(C)cccc4C)cc32)c(OC)c1, O=C(O)C(F)(F)F. The product is Cc1cccc(C)c1-c1ccc2c(c1)[nH]c(=O)c1cnn(C3CCOCC3)c12. Reaction SMILES: [CH3:1][O:2][c:3]1[cH:4][c:5]([O:34][CH3:35])[cH:36][cH:37][c:38]1[CH2:39][n:6]1[c:7](=[O:33])[c:8]2[c:9]([c:10]3[cH:11][cH:12][c:13](-[c:16]4[c:17]([CH3:23])[cH:18][cH:19][cH:20][c:21]4[CH3:22])[cH:14][c:15]13)[n:24]([CH:27]1[CH2:28][CH2:29][O:30][CH2:31][CH2:32]1)[n:25][cH:26]2.[F:40][C:41]([F:42])([F:43])[C:44]([OH:45])=[O:46]>>[nH:6]1[c:7](=[O:33])[c:8]2[c:9]([c:10]3[cH:11][cH:12][c:13](-[c:16]4[c:17]([CH3:23])[cH:18][cH:19][cH:20][c:21]4[CH3:22])[cH:14][c:15]13)[n:24]([CH:27]1[CH2:28][CH2:29][O:30][CH2:31][CH2:32]1)[n:25][cH:26]2. The reactants are C(C)(=O)C1=C(C(=C2CCCCC2=C1)CO)O (7-acetyl-1,2,3,4-tetrahydro-6-hydroxy-5-hydroxymethylnaphthalene), [Na] (sodium), C(C)O (ethanol), C(C)O (ethanol), C(C(=O)OCC)(=O)OCC (diethyl oxalate), Cl (HCl). Run in C(C)(=O)OCC (ethyl acetate), C(Cl)(Cl)Cl (chloroform). The product is C(C)OCC1=C2CCCCC2=CC2=C1OC(=CC2=O)C(=O)OCC (Ethyl 10-ethoxymethyl-6,7,8,9-tetrahydro-4-oxo-4H-naphtho[2,3-b]pyran-2-carboxylate). Yield: 30.0%. As a reaction SMILES: [C:1]([C:4]1[CH:13]=[C:12]2[C:7]([CH2:8][CH2:9][CH2:10][CH2:11]2)=[C:6]([CH2:14][OH:15])[C:5]=1[OH:16])(=[O:3])[CH3:2].[Na].[C:18](OCC)(=O)[C:19]([O:21][CH2:22][CH3:23])=[O:20].Cl.[CH2:29](O)[CH3:30]>C(OCC)(=O)C.C(Cl)(Cl)Cl>[CH2:29]([O:15][CH2:14][C:6]1[C:5]2[O:16][C:18]([C:19]([O:21][CH2:22][CH3:23])=[O:20])=[CH:2][C:1](=[O:3])[C:4]=2[CH:13]=[C:12]2[C:7]=1[CH2:8][CH2:9][CH2:10][CH2:11]2)[CH3:30] |^1:16|. Procedure details: A solution of the product of step (b) (15.4 g) in ethanol (50 ml) was added to one of sodium (4.0 g) in ethanol (50 ml). To this mixture was added diethyl oxalate (50 g) and the whole mixture was heated at-reflux for 2 hours, then poured into a mixture of chloroform (500 ml) and concentrated HCl (100 ml). The organic layer was separated, evaporated to dryness and the residue was heated at reflux in ethanol (200 ml) containing concentrated hydrochloric acid (5 ml) for 2 hours. The solution was ev... The reactants are NC1=C(C2=C(CN(CC2)C(=O)OCC2=CC=CC=C2)S1)C(C1=CC=C(C=C1)Cl)=O (2-amino-3-(4-chloro-benzoyl)-6-benzyloxycarbonyl-4,5,6,7-tetrahydro-thieno[2,3-c]pyridine), NC1=C(C2=C(CN(CC2)C(=O)OCC2=CC=CC=C2)S1)C(C1=CC=CC=C1)=O (2-amino-3-benzoyl-6-benzyloxycarbonyl-4,5,6,7-tetrahydrothieno[2,3-c]pyridine). The product is NC1=C(C2=C(CNCC2)S1)C(C1=CC=C(C=C1)Cl)=O (2-Amino-3-(4-chloro-benzoyl) 4,5,6,7-tetrahydrothieno[2,3-c]pyridine). The yield is 90.0%. RXN SMILES: [NH2:1][C:2]1[S:20][C:5]2[CH2:6][N:7](C(OCC3C=CC=CC=3)=O)[CH2:8][CH2:9][C:4]=2[C:3]=1[C:21](=[O:29])[C:22]1[CH:27]=[CH:26][C:25]([Cl:28])=[CH:24][CH:23]=1.NC1SC2CN(C(OCC3C=CC=CC=3)=O)CCC=2C=1C(=O)C1C=CC=CC=1>>[NH2:1][C:2]1[S:20][C:5]2[CH2:6][NH:7][CH2:8][CH2:9][C:4]=2[C:3]=1[C:21](=[O:29])[C:22]1[CH:27]=[CH:26][C:25]([Cl:28])=[CH:24][CH:23]=1. Procedure: The procedure of Example 8 was followed except that a corresponding amount of 2-amino-3-(4-chloro-benzoyl)-6-benzyloxycarbonyl-4,5,6,7-tetrahydro-thieno[2,3-c]pyridine, prepared as in Example 9, was used in place of 2-amino-3-benzoyl-6-benzyloxycarbonyl-4,5,6,7-tetrahydrothieno[2,3-c]pyridine. (m.p. 164-166° C., 90% yield). 1H-NMR (CDCl3): 1.74 (m, 1 H); 1.89 (m, 2H); 2.84 (t, 2H); 3.82 (s, 2H); 6.85(sb, 2H), 7.29-7.48 (m, 5H). Starting materials: C([O-])([O-])=O.[K+].[K+] (potassium carbonate), CC(C)O (2-propanol), amine, ClC1=NC=C(C=N1)F (2-chloro-5-fluoropyrimidine), FC1=CC=C(O[C@H]2C[C@@H]3N(CCN(C3)CC3=CC=CC=C3)C2)C=C1 ((7S,8aS)-7-(4-fluorophenoxy)-2-phenylmethyl-1,2,3,4,6,7,8,8a-octahydro-pyrrolo[1,2-a]pyrazine). Reagents/catalysts: [Pd] (palladium on carbon). Run in O (water), CO (methanol), C(=O)[O-].[NH4+] (ammonium formate). Run at time 24 hour. The product is FC1=CC=C(O[C@H]2C[C@@H]3N(CCN(C3)C3=NC=C(C=N3)F)C2)C=C1 ((7S,8aS)-7-(4-Fluorophenoxy)-2-(5-fluoropyrimidin-2-yl)-1,2,3,4,6,7,8,8a-octahydro-pyrrolo[1,2-a]pyrazine). The yield is 36.1%. As a reaction SMILES: [F:1][C:2]1[CH:24]=[CH:23][C:5]([O:6][C@@H:7]2[CH2:22][N:10]3[CH2:11][CH2:12][N:13]([CH2:15]C4C=CC=CC=4)[CH2:14][C@@H:9]3[CH2:8]2)=[CH:4][CH:3]=1.ClC1[N:31]=[CH:30][C:29]([F:32])=[CH:28][N:27]=1.C(=O)([O-])[O-].[K+].[K+].CC(O)C>CO.C([O-])=O.[NH4+].[Pd].O>[F:1][C:2]1[CH:3]=[CH:4][C:5]([O:6][C@@H:7]2[CH2:22][N:10]3[CH2:11][CH2:12][N:13]([C:15]4[N:31]=[CH:30][C:29]([F:32])=[CH:28][N:27]=4)[CH2:14][C@@H:9]3[CH2:8]2)=[CH:23][CH:24]=1 |f:2.3.4,7.8|. Procedure: A solution of 0.83 g (2.5 mmol) of (7S,8aS)-7-(4-fluorophenoxy)-2-phenylmethyl-1,2,3,4,6,7,8,8a-octahydro-pyrrolo[1,2-a]pyrazine in 10 mL of methanol and 1.8 mL of aqueous ammonium formate (5M) was treated with an aqueous slurry of 0.325 g of 10% palladium on carbon and the mixture was stirred at room temperature for 24 h. The mixture was filtered through Celite, evaporated, re-evaporated with another 100 mL of chloroform, dissolved in 100 mL of chloroform, dried (magnesium sulfate), filtered an... The reactants are CCOC(=O)c1c(-c2ccc(F)cc2)nn2cc(N(CC)S(C)(=O)=O)c(OCc3ccccc3)cc12, CCO, [Na+], [OH-], O. Yields the product CCN(c1cn2nc(-c3ccc(F)cc3)c(C(=O)O)c2cc1OCc1ccccc1)S(C)(=O)=O. RXN SMILES: [CH2:1]([c:2]1[cH:3][cH:4][cH:5][cH:6][cH:7]1)[O:8][c:9]1[cH:10][c:11]2[n:12]([cH:13][c:14]1[N:15]([S:16](=[O:17])(=[O:18])[CH3:19])[CH2:20][CH3:21])[n:22][c:23](-[c:30]1[cH:31][cH:32][c:33]([F:36])[cH:34][cH:35]1)[c:24]2[C:25](=[O:26])[O:27][CH2:28][CH3:29].[CH3:40][CH2:41][OH:42].[Na+:38].[OH-:37].[OH2:39]>>[CH2:1]([c:2]1[cH:3][cH:4][cH:5][cH:6][cH:7]1)[O:8][c:9]1[cH:10][c:11]2[n:12]([cH:13][c:14]1[N:15]([S:16](=[O:17])(=[O:18])[CH3:19])[CH2:20][CH3:21])[n:22][c:23](-[c:30]1[cH:31][cH:32][c:33]([F:36])[cH:34][cH:35]1)[c:24]2[C:25](=[O:26])[OH:27]. The reactants are C(C1=CC=CC=C1)OC=1C=C2C(=CC1)N(CC21CCN(CC1)C(=O)OC(C)(C)C)C=1C2=C(N=CN1)CC[C@H]2C ((R)-tert-butyl 5-(benzyloxy)-1-(5-methyl-6,7-dihydro-5H-cyclopenta[d]pyrimidin-4-yl)spiro[indoline-3,4′-piperidine]-1′-carboxylate). The reagents and catalysts are [Pd] (Pd/C). Run in CO (MeOH). Yields the product OC=1C=C2C(=CC1)N(CC21CCN(CC1)C(=O)OC(C)(C)C)C=1C2=C(N=CN1)CC[C@H]2C ((R)-tert-butyl 5-hydroxy-1-(5-methyl-6,7-dihydro-5H-cyclopenta[d]pyrimidin-4-yl)spiro[indoline-3,4′-piperidine]-1′-carboxylate). Isolated yield 61.1%. RXN SMILES: C([O:8][C:9]1[CH:10]=[C:11]2[C:17]3([CH2:22][CH2:21][N:20]([C:23]([O:25][C:26]([CH3:29])([CH3:28])[CH3:27])=[O:24])[CH2:19][CH2:18]3)[CH2:16][N:15]([C:30]3[C:31]4[C@H:38]([CH3:39])[CH2:37][CH2:36][C:32]=4[N:33]=[CH:34][N:35]=3)[C:12]2=[CH:13][CH:14]=1)C1C=CC=CC=1>CO.[Pd]>[OH:8][C:9]1[CH:10]=[C:11]2[C:17]3([CH2:22][CH2:21][N:20]([C:23]([O:25][C:26]([CH3:27])([CH3:28])[CH3:29])=[O:24])[CH2:19][CH2:18]3)[CH2:16][N:15]([C:30]3[C:31]4[C@H:38]([CH3:39])[CH2:37][CH2:36][C:32]=4[N:33]=[CH:34][N:35]=3)[C:12]2=[CH:13][CH:14]=1. Procedure: To a stirred solution of (R)-tert-butyl 5-(benzyloxy)-1-(5-methyl-6,7-dihydro-5H-cyclopenta[d]pyrimidin-4-yl)spiro[indoline-3,4′-piperidine]-1′-carboxylate (0.80 g, 1.5 mmol) in MeOH (20 mL) under N2 was added 10% Pd/C (0.20 g). The reaction vessel was evacuated under vacuum and hydrogenated under H2 (50 psi) for 48 hours. The hydrogen gas was evacuated and the catalyst was removed by filtration. The filtrate was concentrated. The residue was purified by flash chromatography (DCM:MeOH, 30:1) to ...